Dataset: the Open Reaction Database (ORD), a public repository of structured organic reaction records. Task: describe an organic reaction: reactants, conditions, products, and yield Starting materials: CO (methanol), [OH-].[Na+] (sodium hydroxide), NC1=CC=CC=2C(C=3C(=CC=CC3C(C12)=O)S(=O)(=O)O)=O (1-aminoanthraquinone-5-sulphonic acid). Solvent: O (water). Run at time 3 hour. Yields the product NC1=CC=CC=2C(C3=C(C=CC=C3C(C12)=O)OC)=O (1-amino-5-methoxy-anthraquinone). Isolated yield 80.0%. Reaction SMILES: [CH3:1][OH:2].[OH-].[Na+].[NH2:5][C:6]1[C:19]2[C:18](=[O:20])[C:17]3[CH:16]=[CH:15][CH:14]=[C:13](S(O)(=O)=O)[C:12]=3[C:11](=[O:25])[C:10]=2[CH:9]=[CH:8][CH:7]=1>O>[NH2:5][C:6]1[C:19]2[C:18](=[O:20])[C:17]3[C:12](=[C:13]([O:2][CH3:1])[CH:14]=[CH:15][CH:16]=3)[C:11](=[O:25])[C:10]=2[CH:9]=[CH:8][CH:7]=1 |f:1.2|. Procedure: 40 parts by volume of methanol and 10 parts of sodium hydroxide are dissolved at the boil and 13.3 parts of 1-aminoanthraquinone-5-sulphonic acid are introduced into this solution at 80°C, over the course of 30 minutes, with vigorous stirring. The mixture is now stirred for a further 3 hours at 80°-85°C until only traces of starting material are still present according to chromatography. The mixture is now diluted with 50 parts of hot water and the product is filtered off, washed with boiling ho...